Dataset: the Open Reaction Database (ORD), a public repository of structured organic reaction records. Task: describe an organic reaction: reactants, conditions, products, and yield Reactants: N1=CC=CC=C1 (pyridine), Cl.N1C(=NCC1)NC1=CC=C(C(=O)O)C=C1 (4-[(4,5-dihydro-1H-imidazol-2-yl)amino]benzoic acid.hydrochloride), Cl.C(N)(=N)C=1C=C2C=CC(=C(C2=CC1)CCC(N)=O)O (6-amidino-1-(2-carbamoylethyl)-2-naphthol.hydrochloride), C1CCC(CC1)N=C=NC2CCCCC2 (DCC). The reagents and catalysts are CN(C)C=1C=CN=CC1 (DMAP). The solvent is O (water), C(C)C(=O)C.O.C(C)(=O)O (methyl ethyl ketone water acetic acid). Conditions: time 2 hour. The product is Cl.Cl.N1C(=NCC1)NC1=CC=C(C(=O)OC2=C(C3=CC=C(C=C3C=C2)C(N)=N)CCC(N)=O)C=C1 (6-amidino-1-(2-carbamoylethyl)-2-naphthyl 4-[(4,5-dihydro-1H-imidazol-2-yl)amino]-benzoate.dihydrochloride). The yield is 17.1%. RXN SMILES: N1C=CC=CC=1.[ClH:7].[NH:8]1[CH2:12][CH2:11][N:10]=[C:9]1[NH:13][C:14]1[CH:22]=[CH:21][C:17]([C:18]([OH:20])=[O:19])=[CH:16][CH:15]=1.Cl.[C:24]([C:27]1[CH:28]=[C:29]2[C:34](=[CH:35][CH:36]=1)[C:33]([CH2:37][CH2:38][C:39](=[O:41])[NH2:40])=[C:32](O)[CH:31]=[CH:30]2)(=[NH:26])[NH2:25].C1CCC(N=C=NC2CCCCC2)CC1>CN(C1C=CN=CC=1)C.C(C(C)=O)C.O.C(O)(=O)C.O>[ClH:7].[ClH:7].[NH:10]1[CH2:11][CH2:12][N:8]=[C:9]1[NH:13][C:14]1[CH:15]=[CH:16][C:17]([C:18]([O:20][C:32]2[CH:31]=[CH:30][C:29]3[C:34](=[CH:35][CH:36]=[C:27]([C:24](=[NH:25])[NH2:26])[CH:28]=3)[C:33]=2[CH2:37][CH2:38][C:39](=[O:41])[NH2:40])=[O:19])=[CH:21][CH:22]=1 |f:1.2,3.4,7.8.9,11.12.13|. Reported procedure: 45 Milliliters of 20% hydrous pyridine was added to 2.71 g of 4-[(4,5-dihydro-1H-imidazol-2-yl)amino]benzoic acid.hydrochloride, 3.0 g of 6-amidino-1-(2-carbamoylethyl)-2-naphthol.hydrochloride, 2.52 g of DCC and 124.6 mg of DMAP, followed by stirring for 2 hours under cooling with ice and 6 days under cooling with water. The precipitate was filtered and the filtrate was concentrated under reduced pressure. To the residue was added 15 ml of DMF, and a small amount of insoluble matter was filtere... The reactants are N1=CC=C(C=C1)C(=O)C1=CC(=C(C(=C1)[N+](=O)[O-])O)O (3,4-dihydroxy-5-nitrophenyl 4-pyridyl ketone), CS(=O)(=O)O (methanesulfonic acid). Run in CO (methanol). Product: CS(=O)(=O)O.N1=CC=C(C=C1)C(=O)C1=CC(=C(C(=C1)[N+](=O)[O-])O)O (3,4-dihydroxy-5-nitrophenyl 4-pyridyl ketone methanesulfonate). As a reaction SMILES: [N:1]1[CH:6]=[CH:5][C:4]([C:7]([C:9]2[CH:14]=[C:13]([N+:15]([O-:17])=[O:16])[C:12]([OH:18])=[C:11]([OH:19])[CH:10]=2)=[O:8])=[CH:3][CH:2]=1.[CH3:20][S:21]([OH:24])(=[O:23])=[O:22]>CO>[CH3:20][S:21]([OH:24])(=[O:23])=[O:22].[N:1]1[CH:6]=[CH:5][C:4]([C:7]([C:9]2[CH:14]=[C:13]([N+:15]([O-:17])=[O:16])[C:12]([OH:18])=[C:11]([OH:19])[CH:10]=2)=[O:8])=[CH:3][CH:2]=1 |f:3.4|. Reported procedure: 13.2 g of 3,4-dihydroxy-5-nitrophenyl 4-pyridyl ketone are suspended in 500 ml of methanol and treated while stirring with 4.88 g of methanesulfonic acid. The suspension is heated under reflux for 60 minutes. It is subsequently cooled to 10°, the crystals are filtered under suction and washed twice with 30 ml of methanol each time. There is obtained 3,4-dihydroxy-5-nitrophenyl 4-pyridyl ketone methanesulfonate of m.p. 260°-261° (dec.).